From a dataset of the Open Reaction Database (ORD), a public repository of structured organic reaction records. describe an organic reaction: reactants, conditions, products, and yield Reaction SMILES: [Br:26][CH2:27][CH2:28][CH2:29][O:30][CH:31]1[O:32][CH2:33][CH2:34][CH2:35][CH2:36]1.[C:5](=[O:6])=[O:7].[CH3:1][C:2](=[O:3])[CH3:4].[Cl-:37].[Cl:39][Fe:40]([Cl:41])[Cl:42].[F:10][c:11]1[cH:12][cH:13][c:14]([CH:17]2[O:18][CH2:19][c:20]3[cH:21][cH:22][cH:23][cH:24][c:25]32)[cH:15][cH:16]1.[NH3:8].[NH4+:38].[Na:9].[O:44]([CH2:45][CH3:46])[CH2:47][CH3:48].[OH2:43]>>[F:10][c:11]1[cH:12][cH:13][c:14]([C:17]2([CH2:27][CH2:28][CH2:29][O:30][CH:31]3[O:32][CH2:33][CH2:34][CH2:35][CH2:36]3)[O:18][CH2:19][c:20]3[cH:21][cH:22][cH:23][cH:24][c:25]32)[cH:15][cH:16]1. Product: Fc1ccc(C2(CCCOC3CCCCO3)OCc3ccccc32)cc1. Starting materials: BrCCCOC1CCCCO1, O=C=O, CC(C)=O, [Cl-], Cl[Fe](Cl)Cl, Fc1ccc(C2OCc3ccccc32)cc1, N, [NH4+], [Na], CCOCC, O. Isolated yield 25.6%. Reagents/catalysts: CN(C)C=1C=CN=CC1 (DMAP). The solvent is CCOC(=O)C (EtOAc). Procedure details: A mixture of 3-[2-(3-methyl-1-{2-[4-(3-o-tolyl-ureido)-phenyl]-acetylamino}-butyl)-thiazol-5-yl]-propionic acid (Example 13) (91 mg, 0.2 mmol), DMF (5 ml), EDCI (48 mg, 0.2 mmol) and DMAP (26 mg, 0.2 mmol) was stirred at room temperature. After 10 min. methane sulfonamide (51 mg, 0.5 mmol) was added. After stirring 16 h the solution was diluted with EtOAc and washed with 1N HCl (2×). The organic layer was dried over Na2SO4; filtered; and concentrated under reduced pressure. The resulting solid w... The product is CS(=O)(=O)NC(CCC1=CN=C(S1)C(CC(C)C)NC(CC1=CC=C(C=C1)NC(=O)NC1=C(C=CC=C1)C)=O)=O (N-{1-[5-(3-Methanesulfonylamino-3oxo-propyl)-thiazol-2-yl]-3-methyl-butyl}-2-[4-(3-o-tolyl-ureido)-phenyl]-acetamide). As a reaction SMILES: [CH3:1][CH:2]([CH3:36])[CH2:3][CH:4]([C:26]1[S:27][C:28]([CH2:31][CH2:32][C:33]([OH:35])=O)=[CH:29][N:30]=1)[NH:5][C:6](=[O:25])[CH2:7][C:8]1[CH:13]=[CH:12][C:11]([NH:14][C:15]([NH:17][C:18]2[CH:23]=[CH:22][CH:21]=[CH:20][C:19]=2[CH3:24])=[O:16])=[CH:10][CH:9]=1.CN(C=O)C.CCN=C=NCCCN(C)C.[CH3:53][S:54]([NH2:57])(=[O:56])=[O:55]>CN(C1C=CN=CC=1)C.CCOC(C)=O>[CH3:53][S:54]([NH:57][C:33](=[O:35])[CH2:32][CH2:31][C:28]1[S:27][C:26]([CH:4]([NH:5][C:6](=[O:25])[CH2:7][C:8]2[CH:9]=[CH:10][C:11]([NH:14][C:15]([NH:17][C:18]3[CH:23]=[CH:22][CH:21]=[CH:20][C:19]=3[CH3:24])=[O:16])=[CH:12][CH:13]=2)[CH2:3][CH:2]([CH3:36])[CH3:1])=[N:30][CH:29]=1)(=[O:56])=[O:55]. Reactants: CS(=O)(=O)N (methane sulfonamide), CC(CC(NC(CC1=CC=C(C=C1)NC(=O)NC1=C(C=CC=C1)C)=O)C=1SC(=CN1)CCC(=O)O)C (3-[2-(3-Methyl-1-{2-[4-(3-o-tolyl-ureido)-phenyl]-acetylamino}-butyl)-thiazol-5-yl]-propionic acid), CN(C)C=O (DMF), CCN=C=NCCCN(C)C (EDCI). The reactants are CC1=C(C=C(C=C1)C=1OC(=NN1)C)C1=CC=C(C=C1)C(=O)O (2′-methyl-5′-(5-methyl-1,3,4-oxadiazol-2-yl)-1,1′-biphenyl-4-carboxylic acid), NC1=C(C=CC=C1)C1=CC=C(C=C1)S(=O)(=O)N (4-(2-aminophenyl)phenylsulphonamide). Product: CC1=C(C=C(C=C1)C=1OC(=NN1)C)C1=CC=C(C=C1)C(=O)NC1=C(C=CC=C1)C1=CC=C(C=C1)S(N)(=O)=O (2′-Methyl-5′-(5-methyl-1,3,4-oxadiazol-2-yl)-N-[2-(4-sulphamoylphenyl)phenyl]-1,1′-biphenyl-4-carboxamide). As a reaction SMILES: [CH3:1][C:2]1[CH:7]=[CH:6][C:5]([C:8]2[O:9][C:10]([CH3:13])=[N:11][N:12]=2)=[CH:4][C:3]=1[C:14]1[CH:19]=[CH:18][C:17]([C:20](O)=[O:21])=[CH:16][CH:15]=1.[NH2:23][C:24]1[CH:29]=[CH:28][CH:27]=[CH:26][C:25]=1[C:30]1[CH:35]=[CH:34][C:33]([S:36]([NH2:39])(=[O:38])=[O:37])=[CH:32][CH:31]=1>>[CH3:1][C:2]1[CH:7]=[CH:6][C:5]([C:8]2[O:9][C:10]([CH3:13])=[N:11][N:12]=2)=[CH:4][C:3]=1[C:14]1[CH:15]=[CH:16][C:17]([C:20]([NH:23][C:24]2[CH:29]=[CH:28][CH:27]=[CH:26][C:25]=2[C:30]2[CH:35]=[CH:34][C:33]([S:36](=[O:38])(=[O:37])[NH2:39])=[CH:32][CH:31]=2)=[O:21])=[CH:18][CH:19]=1. Procedure details: 2′-Methyl-5′-(5-methyl-1,3,4-oxadiazol-2-yl)-N-[2-(4-sulphamoylphenyl)phenyl]-1,1′-biphenyl-4-carboxamide was prepared from 2′-methyl-5′-(5-methyl-1,3,4-oxadiazol-2-yl)-1,1′-biphenyl-4-carboxylic acid and 4-(2-aminophenyl)phenylsulphonamide using method I. LCMS; retention time 3.16 min, MH+ 525. Starting materials: C12CN(CC2O1)C(=O)OCC1=CC=CC=C1 (Benzyl 6-oxa-3-azabicyclo[3.1.0]hexane-3-carboxylate), CO (MeOH), S(O)(O)(=O)=O (sulfuric acid). The product is O[C@@H]1CN(C[C@H]1OC)C(=O)OCC1=CC=CC=C1 ((+/−)-Trans-benzyl 3-hydroxy-4-methoxypyrrolidine-1-carboxylate). Isolated yield 69.8%. Reaction SMILES: [CH:1]12[O:6][CH:5]1[CH2:4][N:3]([C:7]([O:9][CH2:10][C:11]1[CH:16]=[CH:15][CH:14]=[CH:13][CH:12]=1)=[O:8])[CH2:2]2.S(=O)(=O)(O)O.[CH3:22][OH:23]>>[OH:23][C@H:22]1[C@H:1]([O:6][CH3:5])[CH2:2][N:3]([C:7]([O:9][CH2:10][C:11]2[CH:16]=[CH:15][CH:14]=[CH:13][CH:12]=2)=[O:8])[CH2:4]1. Procedure details: Benzyl 6-oxa-3-azabicyclo[3.1.0]hexane-3-carboxylate (21.0 g, 96 mmol) was dissolved in MeOH (200 mL). Added sulfuric acid (3.64 g, 37.1 mmol) dropwise. After ˜3 hrs the reaction was concentrated and the residue was diluted with ethyl acetate and neutralized with 1N aq. NaOH. The organic extract was dried (Na2SO4) and concentrated. The reaction product was purified by silica gel column chromatography eluting with Hexane/Acetone mixtures to give (+/−)-Trans-benzyl 3-hydroxy-4-methoxypyrrolidine-1... Starting materials: C(C)(C)(C)OC(=O)N1CCC(CC1)OC=1C=C2C=CN(C(C2=CC1C)=O)CC1=CC=C(C=C1)OC (4-[2-(4-methoxy-benzyl)-7-methyl-1-oxo-1,2-dihydro-isoquinolin-6-yloxy]-piperidine-1-carboxylic acid tert-butyl ester), FC(C(=O)O)(F)F (trifluoroacetic acid). Conditions: temperature 150 celsius. Yields the product CC1=C(C=C2C=CNC(C2=C1)=O)OC1CCNCC1 (7-Methyl-6-(piperidin-4-yloxy)-2H-isoquinolin-1-one). Reaction SMILES: C(OC([N:8]1[CH2:13][CH2:12][CH:11]([O:14][C:15]2[CH:16]=[C:17]3[C:22](=[CH:23][C:24]=2[CH3:25])[C:21](=[O:26])[N:20](CC2C=CC(OC)=CC=2)[CH:19]=[CH:18]3)[CH2:10][CH2:9]1)=O)(C)(C)C.FC(F)(F)C(O)=O>>[CH3:25][C:24]1[CH:23]=[C:22]2[C:17]([CH:18]=[CH:19][NH:20][C:21]2=[O:26])=[CH:16][C:15]=1[O:14][CH:11]1[CH2:12][CH2:13][NH:8][CH2:9][CH2:10]1. Procedure: 6.4 g (13.4 mmol) 4-[2-(4-methoxy-benzyl)-7-methyl-1-oxo-1,2-dihydro-isoquinolin-6-yloxy]-piperidine-1-carboxylic acid tert-butyl ester were dissolved in 30.5 g (267.4 mmol) trifluoroacetic acid. After 1 h at room temperature the mixture was heated for 2 h in a microwave oven at 150° C. Then the excess trifluoroacetic acid was distilled off in vacuo and the residue was diluted with 130 mL of 1 M hydrochloric acid. The aqueous phase was washed with methylene chloride 3 times and then it was freez... Reactants: ClC=1C=CC(=C(NC(=O)CC2=CC=C(C=C2)C2=CC=C(C=C2)O)C1)OC (4-(5-chloro-2-methoxyanilinocarbonyl-methyl)-4'-hydroxy-biphenyl), BrC(C(=O)OCC)(C)C (ethyl 2-bromo-2-methylpropionate), suspension, [H-].[Na+] (sodium hydride), [H-].[Na+] (sodium hydride). Solvent: CN(C=O)C (dimethylformamide), CN(C=O)C (dimethylformamide), CCOCC (ether). Conditions: temperature 20 celsius. The product is CC(C(=O)OCC)(C)OC1=CC=C(C=C1)C1=CC=C(C=C1)CC(=O)NC1=C(C=CC(=C1)Cl)OC (Ethyl 2-methyl-2-[4-(5-chloro-2-methoxy-anilinocarbonyl-methyl)-biphenyl-4'-oxy]-propionate). RXN SMILES: [H-].[Na+].[Cl:3][C:4]1[CH:5]=[CH:6][C:7]([O:27][CH3:28])=[C:8]([CH:26]=1)[NH:9][C:10]([CH2:12][C:13]1[CH:18]=[CH:17][C:16]([C:19]2[CH:24]=[CH:23][C:22]([OH:25])=[CH:21][CH:20]=2)=[CH:15][CH:14]=1)=[O:11].Br[C:30]([CH3:37])([CH3:36])[C:31]([O:33][CH2:34][CH3:35])=[O:32]>CCOCC.CN(C)C=O>[CH3:36][C:30]([O:25][C:22]1[CH:23]=[CH:24][C:19]([C:16]2[CH:15]=[CH:14][C:13]([CH2:12][C:10]([NH:9][C:8]3[CH:26]=[C:4]([Cl:3])[CH:5]=[CH:6][C:7]=3[O:27][CH3:28])=[O:11])=[CH:18][CH:17]=2)=[CH:20][CH:21]=1)([CH3:37])[C:31]([O:33][CH2:34][CH3:35])=[O:32] |f:0.1|. Reported procedure: A 55% suspension of 2.57 gm (58.8 millimols) of sodium hydride in oil was washed free of oil with absolute ether, and the residual sodium hydride was suspended in 60 ml of absolute dimethylformamide. While stirring the resulting suspension at 20° C in an atmosphere of nitrogen, a solution of 10.8 gm (about 29.4 millimols) of raw 4-(5-chloro-2-methoxyanilinocarbonyl-methyl)-4'-hydroxy-biphenyl in 40 ml of dimethylformamide was added dropwise thereto. The resulting mixture was stirred on a bath at...